Task: describe an organic reaction: reactants, conditions, products, and yield. Dataset: the Open Reaction Database (ORD), a public repository of structured organic reaction records The reactants are C(C)(C)(C)OC(=O)N1CCN(CC1)C1=CC=C(C=C1)N (4-(4-amino-phenyl)-piperazine-1-carboxylic acid tert-butyl ester), C(C)OC(=O)C=1C(C2=C(N=C(N=C2)S(=O)(=O)C)N(C1)C=1C=C2CCCC2=CC1)=O (8-indan-5-yl-2-methanesulfonyl-5-oxo-5,8-dihydro-pyrido[2,3-d]pyrimidine-6-carboxylic acid ethyl ester). Product: C(C)OC(=O)C=1C(C2=C(N=C(N=C2)NC2=CC=C(C=C2)N2CCNCC2)N(C1)C=1C=C2CCCC2=CC1)=O (8-indan-5-yl-5-oxo-2-(4-piperazin-1-yl-phenylamino)-5,8-dihydro-pyrido[2,3-d]pyrimidine-6-carboxylic acid ethyl ester). RXN SMILES: C(OC([N:8]1[CH2:13][CH2:12][N:11]([C:14]2[CH:19]=[CH:18][C:17]([NH2:20])=[CH:16][CH:15]=2)[CH2:10][CH2:9]1)=O)(C)(C)C.[CH2:21]([O:23][C:24]([C:26]1[C:27](=[O:49])[C:28]2[CH:33]=[N:32][C:31](S(C)(=O)=O)=[N:30][C:29]=2[N:38]([C:40]2[CH:41]=[C:42]3[C:46](=[CH:47][CH:48]=2)[CH2:45][CH2:44][CH2:43]3)[CH:39]=1)=[O:25])[CH3:22]>>[CH2:21]([O:23][C:24]([C:26]1[C:27](=[O:49])[C:28]2[CH:33]=[N:32][C:31]([NH:20][C:17]3[CH:16]=[CH:15][C:14]([N:11]4[CH2:10][CH2:9][NH:8][CH2:13][CH2:12]4)=[CH:19][CH:18]=3)=[N:30][C:29]=2[N:38]([C:40]2[CH:41]=[C:42]3[C:46](=[CH:47][CH:48]=2)[CH2:45][CH2:44][CH2:43]3)[CH:39]=1)=[O:25])[CH3:22]. Procedure: Using the procedure outlined in Example 1(g) the title compound was prepared from 4-(4-amino-phenyl)-piperazine-1-carboxylic acid tert-butyl ester (52 mg, 0.19 mmol) and 8-indan-5-yl-2-methanesulfonyl-5-oxo-5,8-dihydro-pyrido[2,3-d]pyrimidine-6-carboxylic acid ethyl ester (from Example 1(e) above, 70 mg, 0.17 mmol). A yellow solid was obtained (75 mg, 86%) after a preparative HPLC (32 mL min 5-100% MeCN/H2O gradient over 10 min) purification. The Boc group was removed by treatment with TFA in CH... Reactants: CS(C)=O, CC(C)(C)[O-], O=C1C2COCCN2c2nc(Cl)ncc2N1C1CC1, CI, [Na+], O. The product is CC12COCCN1c1nc(Cl)ncc1N(C1CC1)C2=O. As a reaction SMILES: [CH3:20][S:21]([CH3:22])=[O:23].[CH3:26][C:27]([O-:28])([CH3:29])[CH3:30].[Cl:1][c:2]1[n:3][c:4]2[c:9]([cH:10][n:11]1)[N:8]([CH:12]1[CH2:13][CH2:14]1)[C:7](=[O:15])[CH:6]1[N:5]2[CH2:19][CH2:18][O:17][CH2:16]1.[I:24][CH3:25].[Na+:31].[OH2:32]>>[Cl:1][c:2]1[n:3][c:4]2[c:9]([cH:10][n:11]1)[N:8]([CH:12]1[CH2:13][CH2:14]1)[C:7](=[O:15])[C:6]1([CH3:20])[N:5]2[CH2:19][CH2:18][O:17][CH2:16]1.